From a dataset of the Open Reaction Database (ORD), a public repository of structured organic reaction records. describe an organic reaction: reactants, conditions, products, and yield Starting materials: HCl, O.[OH-].[Li+] (Lithium hydroxide monohydrate), FC(C=1C=C(C(=O)OC)C=C(C1)CN(C)C)F (methyl 3-(difluoromethyl)-5-[(dimethylamino)methyl]benzoate). Solvent: O (water), O1CCCC1 (tetrahydrofuran). Conditions: time 3.5 hour. The product is FC(C=1C=C(C(=O)O)C=C(C1)CN(C)C)F (3-(difluoromethyl)-5-[(dimethylamino)methyl]benzoic acid). RXN SMILES: O.[OH-].[Li+].[F:4][CH:5]([F:20])[C:6]1[CH:7]=[C:8]([CH:13]=[C:14]([CH2:16][N:17]([CH3:19])[CH3:18])[CH:15]=1)[C:9]([O:11]C)=[O:10]>O.O1CCCC1>[F:4][CH:5]([F:20])[C:6]1[CH:7]=[C:8]([CH:13]=[C:14]([CH2:16][N:17]([CH3:18])[CH3:19])[CH:15]=1)[C:9]([OH:11])=[O:10] |f:0.1.2|. Procedure: Lithium hydroxide monohydrate (65.2 mg, 1.55 mmol) in water (0.7 mL) was added to a solution of methyl 3-(difluoromethyl)-5-[(dimethylamino)methyl]benzoate (45 mg, 0.13 mmol, from Step C) in tetrahydrofuran (2 mL). Upon stirring for 3.5 hours, the mixture was treated with 1N HCl to adjust the pH to 7, then THF was removed by rotary evaporation. Acetonitrile was added to make a 1:1 ACN:water mixture, the mixture was filtered, and the filtrate was purified via preparative HPLC-MS (C18 eluting with... Starting materials: [OH-].[Na+] (sodium hydroxide), C([O-])(O)=O.[Na+] (sodium bicarbonate), C(CC(O)(C(=O)O)CC(=O)O)(=O)O (citric acid), CC(C)([O-])C.[K+] (potassium tert-butoxide), OC(CCC1=CC(=C(C=C1)C1=CC=CC=C1)C)S(=O)(=O)[O-].[Na+] (sodium 1-hydroxy-3-(2-methyl-1,1′-biphenyl-4-yl)-1-propanesulfonate), C(C)(C)(C)OC(CC(C(=O)O)P(=O)(OCC)OCC)=O (3-(diethoxyphosphoryl)succinic acid 1-tert-butyl ester). The solvent is O (water), O (water), C1CCOC1 (THF), C1CCOC1 (THF), C(C)(C)(C)O (tert-butanol). Run at time 4 hour. Product: [Na+].C(C)(C)(C)OC(C/C(/C(=O)[O-])=C\CCC1=CC(=C(C=C1)C1=CC=CC=C1)C)=O ((E)-2-[2-(tert-butoxy)-2-oxoethyl]-5-(2-methyl-1,1′-biphenyl-4-yl)-2-pentenoic acid sodium salt). Isolated yield 42.5%. As a reaction SMILES: CC(C)([O-])C.[K+].O[CH:8](S([O-])(=O)=O)[CH2:9][CH2:10][C:11]1[CH:16]=[CH:15][C:14]([C:17]2[CH:22]=[CH:21][CH:20]=[CH:19][CH:18]=2)=[C:13]([CH3:23])[CH:12]=1.[Na+:28].[C:29]([O:33][C:34](=[O:48])[CH2:35][CH:36](P(OCC)(OCC)=O)[C:37]([OH:39])=[O:38])([CH3:32])([CH3:31])[CH3:30].C(O)(=O)CC(CC(O)=O)(C(O)=O)O.[OH-].[Na+].C(=O)(O)[O-].[Na+]>C1COCC1.C(O)(C)(C)C.O>[Na+:28].[C:29]([O:33][C:34](=[O:48])[CH2:35]/[C:36](=[CH:8]\[CH2:9][CH2:10][C:11]1[CH:16]=[CH:15][C:14]([C:17]2[CH:22]=[CH:21][CH:20]=[CH:19][CH:18]=2)=[C:13]([CH3:23])[CH:12]=1)/[C:37]([O-:39])=[O:38])([CH3:32])([CH3:30])[CH3:31] |f:0.1,2.3,6.7,8.9,13.14|. Procedure: A solution of potassium tert-butoxide (7.25 g, 64.6 mmol) in THF (24 ml) was added over 1 hour to a stirred solution of sodium 1-hydroxy-3-(2-methyl-1,1′-biphenyl-4-yl)-1-propanesulfonate (5.0 g, 15.2 mmol) and 3-(diethoxyphosphoryl)succinic acid 1-tert-butyl ester (5.5 g, 17.7 mmol) in THF (6 ml) and tert-butanol (30 ml), between −5 and 0° C., under nitrogen. The mixture was stirred between −5 and 0° C. for 4 hours and then a solution of citric acid (13.2 g) in demineralised water (132 ml) was ...